This data is from the Open Reaction Database (ORD), a public repository of structured organic reaction records. The task is: describe an organic reaction: reactants, conditions, products, and yield The product is COC1=CC=C(CN2CCC(CC2)C=O)C=C1 (1-(4-methoxybenzyl)piperidine-4-carbaldehyde). Reaction SMILES: [H-].C([Al+]CC(C)C)C(C)C.[CH3:11][O:12][C:13]1[CH:29]=[CH:28][C:16]([CH2:17][N:18]2[CH2:23][CH2:22][CH:21]([C:24](OC)=[O:25])[CH2:20][CH2:19]2)=[CH:15][CH:14]=1.CO.[Cl-].[Na+]>C1(C)C=CC=CC=1>[CH3:11][O:12][C:13]1[CH:14]=[CH:15][C:16]([CH2:17][N:18]2[CH2:23][CH2:22][CH:21]([CH:24]=[O:25])[CH2:20][CH2:19]2)=[CH:28][CH:29]=1 |f:0.1,4.5|. Reactants: solution, [H-].C(C(C)C)[Al+]CC(C)C (diisobutylaluminium hydride), COC1=CC=C(CN2CCC(CC2)C(=O)OC)C=C1 (methyl 1-(4-methoxybenzyl)piperidine-4-carboxylate), CO (methanol), [Cl-].[Na+] (sodium chloride). Reported procedure: A 1.5 M solution of diisobutylaluminium hydride in toluene (3.12 ml, 4.68 mmol) was added dropwise to a solution of methyl 1-(4-methoxybenzyl)piperidine-4-carboxylate (1.23 g, 4.68 mmol) in toluene (30 ml) under argon at −78° C. in the course of 30 min and the mixture was then stirred at this temperature for 30 min. Thereafter, methanol (15 ml) was added dropwise such that the internal temperature remained at −78° C., before the mixture was then slowly warmed to room temperature. Saturated sodiu... Conditions: time 30 minute. Run in C1(=CC=CC=C1)C (toluene), C1(=CC=CC=C1)C (toluene).